This data is from the Open Reaction Database (ORD), a public repository of structured organic reaction records. The task is: describe an organic reaction: reactants, conditions, products, and yield The reactants are CC(=O)Cl, N#Cc1ccc(NC(C(=O)NCc2ccccc2)c2cccc(N)c2)cc1. The product is CC(=O)Nc1cccc(C(Nc2ccc(C#N)cc2)C(=O)NCc2ccccc2)c1. Reaction SMILES: [CH3:28][C:29]([Cl:30])=[O:31].[NH2:1][c:2]1[cH:3][c:4]([CH:8]([C:9](=[O:10])[NH:11][CH2:12][c:13]2[cH:14][cH:15][cH:16][cH:17][cH:18]2)[NH:19][c:20]2[cH:21][cH:22][c:23]([C:26]#[N:27])[cH:24][cH:25]2)[cH:5][cH:6][cH:7]1>>[NH:1]([c:2]1[cH:3][c:4]([CH:8]([C:9](=[O:10])[NH:11][CH2:12][c:13]2[cH:14][cH:15][cH:16][cH:17][cH:18]2)[NH:19][c:20]2[cH:21][cH:22][c:23]([C:26]#[N:27])[cH:24][cH:25]2)[cH:5][cH:6][cH:7]1)[C:29]([CH3:28])=[O:31]. Run in C(C)#N (acetonitrile), O (water). The yield is 31.0%. RXN SMILES: C(=O)([O-])[O-].[K+].[K+].[I-].[K+].Br[CH2:10][CH2:11][CH2:12][C:13]#[N:14].Cl.[CH3:16][C:17]1[C:24]2[O:23][N:22]=[C:21]([CH:25]3[CH2:30][CH2:29][NH:28][CH2:27][CH2:26]3)[C:20]=2[S:19][CH:18]=1>C(#N)C.O>[CH3:16][C:17]1[C:24]2[O:23][N:22]=[C:21]([CH:25]3[CH2:30][CH2:29][N:28]([CH2:10][CH2:11][CH2:12][C:13]#[N:14])[CH2:27][CH2:26]3)[C:20]=2[S:19][CH:18]=1 |f:0.1.2,3.4,6.7|. Reactants: C([O-])([O-])=O.[K+].[K+] (potassium carbonate), [I-].[K+] (potassium iodide), BrCCCC#N (4-bromobutyronitrile), Cl.CC1=CSC=2C(=NOC21)C2CCNCC2 (6-methyl-3-piperidin-4-yl-thieno[2,3-d]isoxazole hydrochloride). Reported procedure: Add potassium carbonate (17.72 mmol, 2.45 g, 2.40 equivalents), potassium iodide (0.73 mmol, 123 mg, 0.10 equivalents), and 4-bromobutyronitrile (8.86 mmol, 0.88 mL, 1.20 equivalents) to a stirred solution of 6-methyl-3-piperidin-4-yl-thieno[2,3-d]isoxazole hydrochloride (7.38 mmol, 1.91 g, 1.00 equivalents) in acetonitrile (10.84 mL) and water (3.60 mL). Stir the resulting mixture at reflux overnight. Cool to room temperature, filter the reaction mixture and wash the solid material collected wi... Yields the product CC1=CSC=2C(=NOC21)C2CCN(CC2)CCCC#N (4-[4-(6-methyl-thieno[2,3-d]isoxazol-3-yl)-piperidin-1-yl]-butyronitrile).